Dataset: the Open Reaction Database (ORD), a public repository of structured organic reaction records. Task: describe an organic reaction: reactants, conditions, products, and yield The reactants are C(C)C(C(N1C=NC=C1)C1=CC2=C(N=C(S2)C2=CC=C(C(=O)OC)C=C2)C=C1)CC (methyl 4-(6-(2-ethyl-1-(1H-imidazol-1-yl)butyl)benzo[d]thiazol-2-yl)benzoate), [Li+].[OH-] (LiOH). Solvent: O (water), O1CCOCC1 (dioxane). Reaction conditions: time 8 hour. Yields the product C(C)C(C(N1C=NC=C1)C1=CC2=C(N=C(S2)C2=CC=C(C(=O)O)C=C2)C=C1)CC (4-(6-(2-ethyl-1-(1H-imidazol-1-yl)butyl)benzo[d]thiazol-2-yl)benzoic acid). As a reaction SMILES: [CH2:1]([CH:3]([CH2:29][CH3:30])[CH:4]([C:10]1[CH:28]=[CH:27][C:13]2[N:14]=[C:15]([C:17]3[CH:26]=[CH:25][C:20]([C:21]([O:23]C)=[O:22])=[CH:19][CH:18]=3)[S:16][C:12]=2[CH:11]=1)[N:5]1[CH:9]=[CH:8][N:7]=[CH:6]1)[CH3:2].[Li+].[OH-]>O.O1CCOCC1>[CH2:29]([CH:3]([CH2:1][CH3:2])[CH:4]([C:10]1[CH:28]=[CH:27][C:13]2[N:14]=[C:15]([C:17]3[CH:26]=[CH:25][C:20]([C:21]([OH:23])=[O:22])=[CH:19][CH:18]=3)[S:16][C:12]=2[CH:11]=1)[N:5]1[CH:9]=[CH:8][N:7]=[CH:6]1)[CH3:30] |f:1.2|. Reported procedure: A solution of methyl 4-(6-(2-ethyl-1-(1H-imidazol-1-yl)butyl)benzo[d]thiazol-2-yl)benzoate (74 mg, 0.176 mmol) and LiOH (37 mg, 0.882 mmol) in water (1.5 mL) and dioxane (3 mL) was heated to 50° C. and stirred overnight. The solvent was evaporated, water was added and neutralized to pH 7 using 1 N HCl and evaporated. The crude product was purified by preparative TLC using 30% MeOH in DCM as eluent to afford to 4-(6-(2-ethyl-1-(1H-imidazol-1-yl)butyl)benzo[d]thiazol-2-yl)benzoic acid as white sol... Starting materials: C1(CCCCC1)N=C=NC1CCCCC1 (dicyclohexylcarbodiimide), C[C@@H]1C[C@H]2[C@H](O2)/C=C\C=C\C(=O)CC3=C(C(=CC(=C3Cl)O)O)C(=O)O1 (radicicol), COCCOCOCCCCCCCCCCCCCCCC(=O)O (16-(methoxyethoxymethoxy)hexadecanoic acid). Solvent: O1CCCC1 (tetrahydrofuran). Yields the product CN(C)C1=NC=CC=C1 (dimethylaminopyridine), title compound. RXN SMILES: [CH3:1][C@H]1OC(=O)C2C(O)=CC(O)=C(Cl)C=2CC(=O)C=CC=C[C@H]2O[C@H]2C1.COCCOCOCCCCCCCCCCCCCCCC(O)=O.[CH:51]1([N:57]=[C:58]=[N:59][CH:60]2[CH2:65][CH2:64][CH2:63]CC2)CCCCC1>O1CCCC1>[CH3:1][N:57]([C:58]1[CH:63]=[CH:64][CH:65]=[CH:60][N:59]=1)[CH3:51]. Procedure: Following a procedure similar to that described in Example 12, but using 400 mg of radicicol, 996 mg of 16-(methoxyethoxymethoxy)hexadecanoic acid, 6 ml of dry tetrahydrofuran, 567 mg of dicyclohexylcarbodiimide and a catalytic amount of dimethylaminopyridine, 946 mg of the title compound were obtained. Reactants: CCCCCC1CC2C=CC(C2)C1=O, CC(C)O, [H][H]. Product: CCCCCC1CC2CCC(C2)C1=O. RXN SMILES: [CH2:1]([CH2:2][CH2:3][CH2:4][CH3:5])[CH:6]1[C:7](=[O:14])[CH:8]2[CH:9]=[CH:10][CH:11]([CH2:12]1)[CH2:13]2.[CH:17]([OH:18])([CH3:19])[CH3:20].[H:15][H:16]>>[CH2:1]([CH2:2][CH2:3][CH2:4][CH3:5])[CH:6]1[C:7](=[O:14])[CH:8]2[CH2:9][CH2:10][CH:11]([CH2:12]1)[CH2:13]2. Starting materials: CC(=O)Cl, Nc1ncnn2c(C3CCNCC3)cc(-c3cccc(C(=O)NCc4ccccc4)c3)c12. The product is CC(=O)N1CCC(c2cc(-c3cccc(C(=O)NCc4ccccc4)c3)c3c(N)ncnn23)CC1. RXN SMILES: [CH3:33][C:34]([Cl:35])=[O:36].[NH2:1][c:2]1[n:3][cH:4][n:5][n:6]2[c:7]1[c:8](-[c:17]1[cH:18][c:19]([C:20](=[O:21])[NH:22][CH2:23][c:24]3[cH:25][cH:26][cH:27][cH:28][cH:29]3)[cH:30][cH:31][cH:32]1)[cH:9][c:10]2[CH:11]1[CH2:12][CH2:13][NH:14][CH2:15][CH2:16]1>>[NH2:1][c:2]1[n:3][cH:4][n:5][n:6]2[c:7]1[c:8](-[c:17]1[cH:18][c:19]([C:20](=[O:21])[NH:22][CH2:23][c:24]3[cH:25][cH:26][cH:27][cH:28][cH:29]3)[cH:30][cH:31][cH:32]1)[cH:9][c:10]2[CH:11]1[CH2:12][CH2:13][N:14]([C:34]([CH3:33])=[O:36])[CH2:15][CH2:16]1. The reactants are C1(CC1)N1C(C2=C(C=CC=C2C=C1[C@H](C)NC1=C2N=CN(C2=NC=N1)C1OCCCC1)C)=O (2-cyclopropyl-8-methyl-3-((1S)-1-(9-(tetrahydro-2H-Pyran-2-yl)-9H-purin-6-ylamino)ethyl)isoquinolin-1(2H)-one), N[C@@H](C)C=1N(C(C2=C(C=CC=C2C1)C)=O)C1CC1 ((S)-3-(1-Aminoethyl)-2-cyclopropyl-8-methylisoquinolin-1(2H)-one), N[C@@H](C)C=1N(C(C2=C(C=CC=C2C1)C)=O)C1CC1 ((S)-3-(1-Aminoethyl)-2-cyclopropyl-8-methylisoquinolin-1(2H)-one), ClC1=C2N=CN(C2=NC=N1)C1OCCCC1 (6-chloro-9-(tetrahydro-2H-pyran-2-yl)-9H-purine), CCN(C(C)C)C(C)C (DIPEA). Solvent: CCCCO (n-BuOH). The product is N1=CN=C2NC=NC2=C1N[C@@H](C)C=1N(C(C2=C(C=CC=C2C1)C)=O)C1CC1 ((S)-3-(1-(9H-purin-6-ylamino)ethyl)-2-cyclopropyl-8-methylisoquinolin-1(2H)-one), C1(CC1)N1C(C2=C(C=CC=C2C=C1[C@H](C)NC1=C2N=CN(C2=NC=N1)C1OCCCC1)C)=O (2-cyclopropyl-8-methyl-3-((1S)-1-(9-(tetrahydro-2H-Pyran-2-yl)-9H-purin-6-ylamino)ethyl)isoquinolin-1(2H)-one). Isolated yield 65.0%. As a reaction SMILES: N[C@H](C1N(C2CC2)C(=O)C2C(C=1)=CC=CC=2C)C.ClC1N=CN=C2C=1N=CN2C1CCCCO1.CCN(C(C)C)C(C)C.[CH:44]1([N:47]2[C:56]([C@@H:57]([NH:59][C:60]3[N:68]=[CH:67][N:66]=[C:65]4[C:61]=3[N:62]=[CH:63][N:64]4[CH:69]3[CH2:74][CH2:73][CH2:72][CH2:71][O:70]3)[CH3:58])=[CH:55][C:54]3[C:49](=[C:50]([CH3:75])[CH:51]=[CH:52][CH:53]=3)[C:48]2=[O:76])[CH2:46][CH2:45]1>CCCCO>[N:68]1[C:60]([NH:59][C@H:57]([C:56]2[N:47]([CH:44]3[CH2:46][CH2:45]3)[C:48](=[O:76])[C:49]3[C:54]([CH:55]=2)=[CH:53][CH:52]=[CH:51][C:50]=3[CH3:75])[CH3:58])=[C:61]2[C:65]([NH:64][CH:63]=[N:62]2)=[N:66][CH:67]=1.[CH:44]1([N:47]2[C:56]([C@@H:57]([NH:59][C:60]3[N:68]=[CH:67][N:66]=[C:65]4[C:61]=3[N:62]=[CH:63][N:64]4[CH:69]3[CH2:74][CH2:73][CH2:72][CH2:71][O:70]3)[CH3:58])=[CH:55][C:54]3[C:49](=[C:50]([CH3:75])[CH:51]=[CH:52][CH:53]=3)[C:48]2=[O:76])[CH2:45][CH2:46]1. Procedure details: (S)-3-(1-Aminoethyl)-2-cyclopropyl-8-methylisoquinolin-1(2H)-one (242 mg, 1 mmol) (compound 5003), 6-chloro-9-(tetrahydro-2H-pyran-2-yl)-9H-purine (344 mg, 1.44 mmol) and DIPEA (279 mg, 2.16 mmol) were dissolved in n-BuOH (20 mL), and the resulting mixture was stirred at reflux for 16 h. The reaction mixture was concentrated in vacuo and the residue was purified by flash column chromatography on silica gel (eluting with 30% to 50% Hex/EA) to afford the desired product, 2-cyclopropyl-8-methyl-3-(... The reactants are Sc1ccc(Br)c(Cl)c1, [H-], CI, [Na+], C1CCOC1. Yields the product CSc1ccc(Br)c(Cl)c1. RXN SMILES: [Br:1][c:2]1[c:3]([Cl:9])[cH:4][c:5]([SH:8])[cH:6][cH:7]1.[H-:10].[I:12][CH3:13].[Na+:11].[O:14]1[CH2:15][CH2:16][CH2:17][CH2:18]1>>[Br:1][c:2]1[c:3]([Cl:9])[cH:4][c:5]([S:8][CH3:13])[cH:6][cH:7]1.